Task: describe an organic reaction: reactants, conditions, products, and yield. Dataset: the Open Reaction Database (ORD), a public repository of structured organic reaction records The reactants are FC(C(=O)O)(F)F.FC(C(=O)O)(F)F.FC(C(=O)O)(F)F.FC(C(=O)O)(F)F.ClC=1C=NC=2NC=3C=NC=C(CCC4=C(C=CC(NC1N2)=C4)NCCC4CCNCC4)C3 (6-chloro-N-(2-piperidin-4-ylethyl)-2,4,8,18,22-pentaazatetracyclo[14.3.1.1(3,7).1(9,13)]docosa-1(20),3(22),4,6,9(21),10,12,16,18-nonaen-12-amine tetrakis(trifluoroacetate)), FC1=C(C(=O)Cl)C=CC(=C1)F (2,4-difluorobenzoyl chloride). Product: FC(C(=O)O)(F)F.FC(C(=O)O)(F)F.FC(C(=O)O)(F)F.ClC=1C=NC=2NC=3C=NC=C(CCC4=C(C=CC(NC1N2)=C4)NCCC4CCN(CC4)C(C4=C(C=C(C=C4)F)F)=O)C3 (6-Chloro-N-{2-[1-(2,4-difluorobenzoyl)piperidin-4-yl]ethyl}-2,4,8,18,22-pentaazatetracyclo[14.3.1.1(3,7).1(9,13)]docosa-1(20),3(22),4,6,9(21),10,12,16,18-nonaen-12-amine tris(trifluoroacetate)). Isolated yield 30.0%. As a reaction SMILES: [F:1][C:2]([F:7])([F:6])[C:3]([OH:5])=[O:4].[F:8][C:9]([F:14])([F:13])[C:10]([OH:12])=[O:11].[F:15][C:16]([F:21])([F:20])[C:17]([OH:19])=[O:18].FC(F)(F)C(O)=O.[Cl:29][C:30]1[CH:31]=[N:32][C:33]2[NH:34][C:35]3[CH:36]=[N:37][CH:38]=[C:39]([CH:60]=3)[CH2:40][CH2:41][C:42]3[CH:50]=[C:46]([NH:47][C:48]=1[N:49]=2)[CH:45]=[CH:44][C:43]=3[NH:51][CH2:52][CH2:53][CH:54]1[CH2:59][CH2:58][NH:57][CH2:56][CH2:55]1.[F:61][C:62]1[CH:70]=[C:69]([F:71])[CH:68]=[CH:67][C:63]=1[C:64](Cl)=[O:65]>>[F:1][C:2]([F:7])([F:6])[C:3]([OH:5])=[O:4].[F:8][C:9]([F:14])([F:13])[C:10]([OH:12])=[O:11].[F:15][C:16]([F:21])([F:20])[C:17]([OH:19])=[O:18].[Cl:29][C:30]1[CH:31]=[N:32][C:33]2[NH:34][C:35]3[CH:36]=[N:37][CH:38]=[C:39]([CH:60]=3)[CH2:40][CH2:41][C:42]3[CH:50]=[C:46]([NH:47][C:48]=1[N:49]=2)[CH:45]=[CH:44][C:43]=3[NH:51][CH2:52][CH2:53][CH:54]1[CH2:55][CH2:56][N:57]([C:64](=[O:65])[C:63]2[CH:67]=[CH:68][C:69]([F:71])=[CH:70][C:62]=2[F:61])[CH2:58][CH2:59]1 |f:0.1.2.3.4,6.7.8.9|. Reported procedure: The desired compound was prepared according to the procedure of Example D94 using 6-chloro-N-(2-piperidin-4-ylethyl)-2,4,8,18,22-pentaazatetracyclo[14.3.1.1(3,7).1(9,13)]docosa-1(20),3(22),4,6,9(21),10,12,16,18-nonaen-12-amine tetrakis(trifluoroacetate) and 2,4-difluorobenzoyl chloride as the starting materials in 30% yield. LCMS for C31H31ClF2N7O (M+H)+: m/z=590.1.